This data is from the Open Reaction Database (ORD), a public repository of structured organic reaction records. The task is: describe an organic reaction: reactants, conditions, products, and yield Reactants: CC(C)(C)[Si](Cl)(c1ccccc1)c1ccccc1, CCOC(=O)C(O)CN(Cc1ccccc1)Cc1ccccc1, CN(C)c1ccncc1, CN(C)C=O, c1c[nH]cn1. The product is CCOC(=O)C(CN(Cc1ccccc1)Cc1ccccc1)O[Si](c1ccccc1)(c1ccccc1)C(C)(C)C. RXN SMILES: [C:24]([CH3:25])([CH3:26])([CH3:27])[Si:28]([c:29]1[cH:30][cH:31][cH:32][cH:33][cH:34]1)([c:35]1[cH:36][cH:37][cH:38][cH:39][cH:40]1)[Cl:41].[CH2:1]([CH3:2])[O:3][C:4]([CH:5]([CH2:6][N:7]([CH2:8][c:9]1[cH:10][cH:11][cH:12][cH:13][cH:14]1)[CH2:15][c:16]1[cH:17][cH:18][cH:19][cH:20][cH:21]1)[OH:22])=[O:23].[CH3:52][N:53]([c:54]1[cH:55][cH:56][n:57][cH:58][cH:59]1)[CH3:60].[O:47]=[CH:48][N:49]([CH3:50])[CH3:51].[nH:42]1[cH:43][cH:44][n:45][cH:46]1>>[CH2:1]([CH3:2])[O:3][C:4]([CH:5]([CH2:6][N:7]([CH2:8][c:9]1[cH:10][cH:11][cH:12][cH:13][cH:14]1)[CH2:15][c:16]1[cH:17][cH:18][cH:19][cH:20][cH:21]1)[O:22][Si:28]([C:24]([CH3:25])([CH3:26])[CH3:27])([c:29]1[cH:30][cH:31][cH:32][cH:33][cH:34]1)[c:35]1[cH:36][cH:37][cH:38][cH:39][cH:40]1)=[O:23]. The reactants are ClC1=CC=C(C=C1)S(=O)(=O)CC1=C(C=CC(=C1F)F)F (2-(4-chloro-benzenesulfonylmethyl)-1,3,4-trifluoro-benzene), [Li]CCCC (n-BuLi), C1(=CC=C(C=C1)S(=O)(=O)N1CC1)C (N-p-toluenesulfonyl aziridine). Run in C1CCOC1.CN(C)CCN(C)C (THF TMEDA), C1CCOC1 (THF). Reaction conditions: time 15 minute. Product: ClC1=CC=C(C=C1)S(=O)(=O)C(CCC1=C(C=CC(=C1)C)S(=O)(=O)N)C1=C(C(=CC=C1F)F)F ([3-(4-Chloro-benzenesulfonyl)-3-(2,3,6-trifluoro-phenyl)-propyl]-4-methyl-benzenesulfonamide). Yield: 54.1%. RXN SMILES: [Cl:1][C:2]1[CH:7]=[CH:6][C:5]([S:8]([CH2:11][C:12]2[C:17]([F:18])=[C:16]([F:19])[CH:15]=[CH:14][C:13]=2[F:20])(=[O:10])=[O:9])=[CH:4][CH:3]=1.[Li][CH2:22][CH2:23][CH2:24][CH3:25].[C:26]1(C)[CH:31]=C[C:29]([S:32]([N:35]2CC2)(=[O:34])=[O:33])=[CH:28][CH:27]=1>C1COCC1.CN(CCN(C)C)C.C1COCC1>[Cl:1][C:2]1[CH:3]=[CH:4][C:5]([S:8]([CH:11]([C:12]2[C:13]([F:20])=[CH:14][CH:15]=[C:16]([F:19])[C:17]=2[F:18])[CH2:25][CH2:24][C:23]2[CH:22]=[C:26]([CH3:31])[CH:27]=[CH:28][C:29]=2[S:32]([NH2:35])(=[O:34])=[O:33])(=[O:10])=[O:9])=[CH:6][CH:7]=1 |f:3.4|. Procedure: A solution of 2-(4-chloro-benzenesulfonylmethyl)-1,3,4-trifluoro-benzene (5.6 g, 17.5 mmol) in THF/TMEDA (5:1, 180 mL) at −78° C. was treated with n-BuLi (12 mL, 17.5 mmol, 1.5 M in hexanes). After 15 min, a solution of N-p-toluenesulfonyl aziridine (3.5 g, 17.5 mmol, prepared as described in Eur. J. Org. Chem. 2002, 3004) in THF (10 mL) was added, and the reaction mixture warmed slowly to ambient temperature. After 4 h, the reaction mixture was quenched with 1N HCl and extracted with EtOAc (2×)... The reactants are C1(=CC=CC=C1)C1(CC2CCC(C1)N2)O (3-phenyl-8-azabicyclo[3.2.1]octan-3-ol), COC1=CC=CC2=C1O[C@@H](CO2)COS(=O)(=O)C2=CC=C(C=C2)C ((S)-toluene-4-sulfonic acid 8-methoxy-2,3-dihydro-benzo[1,4]dioxin-2-ylmethyl ester). Yields the product COC1=CC=CC2=C1O[C@H](CO2)CN2C1CC(CC2CC1)(O)C1=CC=CC=C1 (8-{[(2S)-8-Methoxy-2,3-dihydro-1,4-benzodioxin-2-yl]methyl}-3-phenyl-8-azabicyclo[3.2.1]octan-3-ol). Isolated yield 76.0%. As a reaction SMILES: [C:1]1([C:7]2([OH:15])[CH2:13][CH:12]3[NH:14][CH:9]([CH2:10][CH2:11]3)[CH2:8]2)[CH:6]=[CH:5][CH:4]=[CH:3][CH:2]=1.[CH3:16][O:17][C:18]1[C:23]2[O:24][C@H:25]([CH2:28]OS(C3C=CC(C)=CC=3)(=O)=O)[CH2:26][O:27][C:22]=2[CH:21]=[CH:20][CH:19]=1>>[CH3:16][O:17][C:18]1[C:23]2[O:24][C@@H:25]([CH2:28][N:14]3[CH:9]4[CH2:10][CH2:11][CH:12]3[CH2:13][C:7]([C:1]3[CH:2]=[CH:3][CH:4]=[CH:5][CH:6]=3)([OH:15])[CH2:8]4)[CH2:26][O:27][C:22]=2[CH:21]=[CH:20][CH:19]=1. Reported procedure: The title compound was prepared by the same procedure described in Example 1, Step 4 using 3-phenyl-8-azabicyclo[3.2.1]octan-3-ol in place of 3-naphthalen-2-yl-8-aza-bicyclo[3.2.1]octan-3-ol, and (S)-toluene-4-sulfonic acid 8-methoxy-2,3-dihydro-benzo[1,4]dioxin-2-ylmethyl ester in place of (S)-toluene-4-sulfonic acid 8-ethoxy-2,3-dihydro-benzo[1,4]dioxin-2-ylmethyl ester. Yield: 76%, white solid. Starting materials: CC12CCC(C(C2CCC1=O)OCC=O)=O ((7a-Methyl-1,5-dioxo-octahydro-inden-4-yloxy)-acetaldehyde), O (water), [I-].[K+] (Potassium iodide), ClCCCC1(OCCO1)C (2-(3-chloro-propyl)-2-methyl-[1,3]dioxolane). Procedure: Potassium iodide (31.1 g, 187.5 mmol, 3 eq) was added to a solution of 2-(3-chloro-propyl)-2-methyl-[1,3]dioxolane (18.8 mL, 125 mmol, 2 eq) in DMF (50 mL) and the reaction mixture was stirred at 60° C. in dark for 6 h. The reaction mixture was then cooled to room temperature and then combined with (7a-Methyl-1,5-dioxo-octahydro-inden-4-yloxy)-acetaldehyde (14 g, 62.5 mmol) in DMF (150 mL). To the stirred mixture at 0° C., was added cobalt phthalocyanine (357 mg, 0.625 mmol, 0.01 eq), followed b... Product: OC(COC1C2CCC(C2(CCC1=O)C)=O)CCCC1(OCCO1)C (4-[2-Hydroxy-5-(2-methyl-[1,3]dioxolan-2-yl)-pentyloxy]-7a-methyl-hexahydro-indene-1,5-dione). Run in CN(C)C=O (DMF), CN(C)C=O (DMF). RXN SMILES: [I-].[K+].Cl[CH2:4][CH2:5][CH2:6][C:7]1([CH3:12])[O:11][CH2:10][CH2:9][O:8]1.[CH3:13][C:14]12[C:22](=[O:23])[CH2:21][CH2:20][CH:19]1[CH:18]([O:24][CH2:25][CH:26]=[O:27])[C:17](=[O:28])[CH2:16][CH2:15]2.O>CN(C=O)C.C1C=C2C3[N-]C(C2=CC=1)=NC1=NC(C2C1=CC=CC=2)=NC1=NC(C2C1=CC=CC=2)=NC1[N-]C(=C2C=1C=CC=C2)N=3.[Co+2].[Cr](Cl)(Cl)=O>[OH:27][CH:26]([CH2:4][CH2:5][CH2:6][C:7]1([CH3:12])[O:11][CH2:10][CH2:9][O:8]1)[CH2:25][O:24][CH:18]1[C:17](=[O:28])[CH2:16][CH2:15][C:14]2([CH3:13])[CH:19]1[CH2:20][CH2:21][C:22]2=[O:23] |f:0.1,6.7|. The reagents and catalysts are [Cr](=O)(Cl)Cl (chromous chloride), C1=CC=C2C(=C1)C3=NC4=C5C=CC=CC5=C([N-]4)N=C6C7=CC=CC=C7C(=N6)N=C8C9=CC=CC=C9C(=N8)N=C2[N-]3.[Co+2] (cobalt phthalocyanine). Run at temperature 60 celsius, time 6 hour. Reactants: O1CCOCC1 (1,4-dioxane), C(#N)CC1(CC(C1)=C)C#N (1-(cyanomethyl)-3-methylenecyclobutanecarbonitrile), I(=O)(=O)(=O)[O-].[Na+] (sodium periodate). The reagents and catalysts are [Os](=O)(=O)(=O)=O (osmium tetraoxide). The solvent is O (water), O (water). Conditions: time 5 minute. The product is C(#N)CC1(CC(C1)=O)C#N (1-(cyanomethyl)-3-oxocyclobutanecarbonitrile). Reaction SMILES: [O:1]1[CH2:6][CH2:5]OCC1.[C:7]([CH2:9][C:10]1([C:15]#[N:16])CC(=C)[CH2:11]1)#[N:8].I([O-])(=O)(=O)=O.[Na+]>O.[Os](=O)(=O)(=O)=O>[C:7]([CH2:9][C:10]1([C:15]#[N:16])[CH2:5][C:6](=[O:1])[CH2:11]1)#[N:8] |f:2.3|. Procedure details: A mixture of water (2 mL, 0.1 mol) and 1,4-dioxane (6 mL, 0.08 mol), 1-(cyanomethyl)-3-methylenecyclobutanecarbonitrile (0.270 g, 0.00204 mol), and 0.2 M of osmium tetraoxide in water (0.04 mL) was stirred for 5 min, during which time the mixture became brown. While the temperature was maintained at room temperature, sodium periodate (0.919 g, 0.00430 mol) was added in portions over a period of 30 min. The mixture was stirred overnight. The mixture was extracted with EtOAc and the combined organ... The reactants are COC(=O)C(C)(C)CCCBr, COC(=O)C=Cc1c(O)cccc1C#CCCCCOC1CCCCO1. Yields the product COC(=O)C=Cc1c(C#CCCCCOC2CCCCO2)cccc1OCCCC(C)(C)C(=O)OC. RXN SMILES: [Br:27][CH2:28][CH2:29][CH2:30][C:31]([C:32](=[O:33])[O:34][CH3:35])([CH3:36])[CH3:37].[CH3:1][O:2][C:3]([CH:4]=[CH:5][c:6]1[c:7]([OH:25])[cH:8][cH:9][cH:10][c:11]1[C:12]#[C:13][CH2:14][CH2:15][CH2:16][CH2:17][O:18][CH:19]1[O:20][CH2:21][CH2:22][CH2:23][CH2:24]1)=[O:26]>>[CH3:1][O:2][C:3]([CH:4]=[CH:5][c:6]1[c:7]([O:25][CH2:28][CH2:29][CH2:30][C:31]([C:32](=[O:33])[O:34][CH3:35])([CH3:36])[CH3:37])[cH:8][cH:9][cH:10][c:11]1[C:12]#[C:13][CH2:14][CH2:15][CH2:16][CH2:17][O:18][CH:19]1[O:20][CH2:21][CH2:22][CH2:23][CH2:24]1)=[O:26]. Reactants: CCC(C)=O, CC(C)=C[SiH2]CCCCl, [I-], [Na+]. Product: CC(C)=C[SiH2]CCCI. Reaction SMILES: [CH3:12][C:13]([CH2:14][CH3:15])=[O:16].[Cl:1][CH2:2][CH2:3][CH2:4][SiH2:5][CH:6]=[C:7]([CH3:8])[CH3:9].[I-:11].[Na+:10]>>[CH2:2]([CH2:3][CH2:4][SiH2:5][CH:6]=[C:7]([CH3:8])[CH3:9])[I:11]. Starting materials: CC(C(=O)[O-])C1CCN2C1=C(C=1C(=CC(=CC21)F)Br)SC2=CC=C(C=C2)Cl ((+/−)-methyl{8-bromo-9-[(4-chlorophenyl)thio]-6-fluoro-2,3-dihydro-1H-pyrrolo[1,2-a]indol-1-yl}acetate), C(CCC)[Sn](C=1SC=CC1C)(CCCC)CCCC (tributyl(3-methylthien-2-yl)stannane). Yields the product ClC1=CC=C(C=C1)SC1=C2N(C=3C=C(C=C(C13)C=1SC=CC1C)F)CCC2CC(=O)O ((+/−)-[9-[(4-chlorophenyl)thio]-6-fluoro-8-(3-methylthien-2-YL)-2,3-dihydro-1H-pyrrolo[1,2-a]indol-1-yl]acetic acid). RXN SMILES: C[CH:2]([CH:6]1[C:10]2=[C:11]([S:20][C:21]3[CH:26]=[CH:25][C:24]([Cl:27])=[CH:23][CH:22]=3)[C:12]3[C:13](Br)=[CH:14][C:15]([F:18])=[CH:16][C:17]=3[N:9]2[CH2:8][CH2:7]1)[C:3]([O-:5])=[O:4].C([Sn](CCCC)(CCCC)[C:33]1[S:34][CH:35]=[CH:36][C:37]=1[CH3:38])CCC>>[Cl:27][C:24]1[CH:23]=[CH:22][C:21]([S:20][C:11]2[C:12]3[C:13]([C:33]4[S:34][CH:35]=[CH:36][C:37]=4[CH3:38])=[CH:14][C:15]([F:18])=[CH:16][C:17]=3[N:9]3[CH2:8][CH2:7][CH:6]([CH2:2][C:3]([OH:5])=[O:4])[C:10]=23)=[CH:26][CH:25]=1. Reported procedure: Starting from (+/−)-methyl{8-bromo-9-[(4-chlorophenyl)thio]-6-fluoro-2,3-dihydro-1H-pyrrolo[1,2-a]indol-1-yl}acetate and tributyl(3-methylthien-2-yl)stannane, the title compound was synthesized following the procedures described in Example 42 and Step 10 of Example 7. Starting materials: CC(=O)O[BH-](OC(C)=O)OC(C)=O, CCOC(=O)C(C)(C)CN, CC(=O)[O-], ClCCl, [Na+], [Na+], O=C1CCCC1. Product: CCOC(=O)C(C)(C)CNC1CCCC1. Reaction SMILES: [C:22]([O:23][BH-:24]([O:25][C:26](=[O:27])[CH3:28])[O:29][C:30](=[O:31])[CH3:32])(=[O:33])[CH3:34].[CH2:1]([CH3:2])[O:3][C:4]([C:5]([CH2:6][NH2:7])([CH3:8])[CH3:9])=[O:10].[CH3:18][C:19](=[O:20])[O-:21].[Cl:36][CH2:37][Cl:38].[Na+:17].[Na+:35].[O:11]=[C:12]1[CH2:13][CH2:14][CH2:15][CH2:16]1>>[CH2:1]([CH3:2])[O:3][C:4]([C:5]([CH2:6][NH:7][CH:12]1[CH2:13][CH2:14][CH2:15][CH2:16]1)([CH3:8])[CH3:9])=[O:10]. Yields the product CCCc1cccn(-c2ccc([N+](=O)[O-])cc2OC)c1=O. The reactants are CCCc1ccc[nH]c1=O, CC(C)(C)[O-], COc1cc([N+](=O)[O-])ccc1F, [K+], CN(C)C=O, O. As a reaction SMILES: [CH2:1]([CH2:2][CH3:3])[c:4]1[c:5](=[O:10])[nH:6][cH:7][cH:8][cH:9]1.[CH3:11][C:12]([CH3:13])([O-:14])[CH3:15].[F:17][c:18]1[c:19]([O:27][CH3:28])[cH:20][c:21]([N+:24](=[O:25])[O-:26])[cH:22][cH:23]1.[K+:16].[O:30]=[CH:31][N:32]([CH3:33])[CH3:34].[OH2:29]>>[CH2:1]([CH2:2][CH3:3])[c:4]1[c:5](=[O:10])[n:6](-[c:18]2[c:19]([O:27][CH3:28])[cH:20][c:21]([N+:24](=[O:25])[O-:26])[cH:22][cH:23]2)[cH:7][cH:8][cH:9]1.